This data is from the Open Reaction Database (ORD), a public repository of structured organic reaction records. The task is: describe an organic reaction: reactants, conditions, products, and yield The reactants are CC(=O)OC(C)=O, N, O, O=C(N1CCC(c2cccnc2)C1)N1CCNc2ccccc21. Yields the product CC(=O)N1CCN(C(=O)N2CCC(c3cccnc3)C2)c2ccccc21. Reaction SMILES: [CH3:24][C:25](=[O:26])[O:27][C:28](=[O:29])[CH3:30].[NH3:31].[OH2:32].[n:1]1[cH:2][c:3]([CH:7]2[CH2:8][N:9]([C:12](=[O:13])[N:14]3[CH2:15][CH2:16][NH:17][c:18]4[cH:19][cH:20][cH:21][cH:22][c:23]43)[CH2:10][CH2:11]2)[cH:4][cH:5][cH:6]1>>[n:1]1[cH:2][c:3]([CH:7]2[CH2:8][N:9]([C:12](=[O:13])[N:14]3[CH2:15][CH2:16][N:17]([C:25]([CH3:24])=[O:26])[c:18]4[cH:19][cH:20][cH:21][cH:22][c:23]43)[CH2:10][CH2:11]2)[cH:4][cH:5][cH:6]1. The reactants are N(C1=CC=CC=C1)C1=NC=C2C(=N1)N(C(N(C2)C2=C(C=CC=C2)Br)=O)C2=CC=C(C=C2)CN2C(C=1C(C2=O)=CC=CC1)=O (7-anilino-3-(2-bromophenyl)-3,4-dihydro-1-[4-(phthalimidomethyl)phenyl]pyrimido[4,5-d]pyrimidin-2(1H)-one), O.NN (hydrazine hydrate). Run in C(C)O (ethanol). The product is NCC1=CC=C(C=C1)N1C(N(CC=2C1=NC(=NC2)NC2=CC=CC=C2)C2=C(C=CC=C2)Br)=O (1-[4-(aminomethyl)phenyl]-7-anilino-3-(2-bromophenyl)-3,4-dihydropyrimido[4,5-d]pyrimidin-2(1H)-one). Isolated yield 43.4%. Reaction SMILES: [NH:1]([C:8]1[N:13]=[C:12]2[N:14]([C:26]3[CH:31]=[CH:30][C:29]([CH2:32][N:33]4C(=O)C5=CC=CC=C5C4=O)=[CH:28][CH:27]=3)[C:15](=[O:25])[N:16]([C:18]3[CH:23]=[CH:22][CH:21]=[CH:20][C:19]=3[Br:24])[CH2:17][C:11]2=[CH:10][N:9]=1)[C:2]1[CH:7]=[CH:6][CH:5]=[CH:4][CH:3]=1.O.NN>C(O)C>[NH2:33][CH2:32][C:29]1[CH:30]=[CH:31][C:26]([N:14]2[C:12]3=[N:13][C:8]([NH:1][C:2]4[CH:7]=[CH:6][CH:5]=[CH:4][CH:3]=4)=[N:9][CH:10]=[C:11]3[CH2:17][N:16]([C:18]3[CH:23]=[CH:22][CH:21]=[CH:20][C:19]=3[Br:24])[C:15]2=[O:25])=[CH:27][CH:28]=1 |f:1.2|. Procedure details: A solution of 160 mg (0.253 mmol) of 7-anilino-3-(2-bromophenyl)-3,4-dihydro-1-[4-(phthalimidomethyl)phenyl]pyrimido[4,5-d]pyrimidin-2(1H)-one and 0.5 ml of hydrazine hydrate in 5 ml of ethanol was stirred at room temperature under an atmosphere of nitrogen for 4 hours. The reaction mixture was evaporated and the residue purified by flash chromatography on silica gel using dichloromethane/methanol/acetic acid/water (240:24:3:2) as the eluent. Product containing fractions were combined and evapor...